Dataset: the Open Reaction Database (ORD), a public repository of structured organic reaction records. Task: describe an organic reaction: reactants, conditions, products, and yield The reactants are NC1=NC(=C(C=C1C(=O)OCC)C1=CC=NC=C1)C(F)(F)F (Ethyl 2-amino-5-(4-pyridinyl)-6-trifluoromethyl-3-pyridinecarboxylate), [OH-].[Na+] (sodium hydroxide). Run in CO (methanol). Run at temperature 100 celsius, time 6 hour. Yields the product NC1=NC(=C(C=C1C(=O)O)C1=CC=NC=C1)C(F)(F)F (2-amino-5-(4-pyridinyl)-6-trifluormethyl-3-pyridinecarboxylic acid). RXN SMILES: [NH2:1][C:2]1[C:7]([C:8]([O:10]CC)=[O:9])=[CH:6][C:5]([C:13]2[CH:18]=[CH:17][N:16]=[CH:15][CH:14]=2)=[C:4]([C:19]([F:22])([F:21])[F:20])[N:3]=1.[OH-].[Na+]>CO>[NH2:1][C:2]1[C:7]([C:8]([OH:10])=[O:9])=[CH:6][C:5]([C:13]2[CH:14]=[CH:15][N:16]=[CH:17][CH:18]=2)=[C:4]([C:19]([F:22])([F:20])[F:21])[N:3]=1 |f:1.2|. Procedure: A mixture of the product of part (c), 10% aqueous sodium hydroxide (75 ml) and 125 ml methanol was stirred at 100° C. for 6 hours. The reaction mixture was concentrated in vacuo and the residue neutralized with dilute acetic acid to pH 4-5. The solid product was collected, washed with water and dried to give 12.08 g of 2-amino-5-(4-pyridinyl)-6-trifluormethyl-3-pyridinecarboxylic acid as a colorless solid, m.p. above 283° C.(decompn.). Starting materials: C(CCC)[Li] (n-butyllithium), solution, C(C)OCC (diethyl ether), BrC=1C=NC=CC1 (3-bromopyridine), B(OC)(OC)OC (trimethyl borate). Run in CCCCCC (hexane). Run at time 25 minute. The product is N1=CC(=CC=C1)C1=CC=C(C=O)C=C1 (4-Pyridin-3-yl-benzaldehyde). Reaction SMILES: [CH2:1]([Li])[CH2:2][CH2:3][CH3:4].C([O:8][CH2:9][CH3:10])C.Br[C:12]1[CH:13]=[N:14][CH:15]=[CH:16][CH:17]=1.B(OC)(OC)O[CH3:20]>CCCCCC>[N:14]1[CH:15]=[CH:16][CH:17]=[C:12]([C:2]2[CH:3]=[CH:4][C:10]([CH:9]=[O:8])=[CH:20][CH:1]=2)[CH:13]=1. Reported procedure: To a solution of n-butyllithium (16 mL of a 2.5M solution in hexane=50 mL dry diethyl ether) at -78° C. was added a solution of 3-bromopyridine (6 g in 15 mL diethyl ether) and the mixture stirred for 25 minutes. At this time trimethyl borate (4.3 mL) was added and the mixture allowed to warm to room temperature. After 1 hour the reaction was quenched by the addition of 10 mL glacial acetic acid and 60 mL water and the mixture stirred for 18 hours at room temperature. The pH of the mixture was a... Reactants: O (water), [N+](=O)(O)[O-] (nitric acid), OC1=CC=C(CCCl)C=C1 (4-hydroxyphenethyl chloride). Solvent: C(C)(=O)O (acetic acid), C(C)(=O)O (acetic acid). Conditions: time 3.5 hour. Yields the product OC1=C(C=C(CCCl)C=C1)[N+](=O)[O-] (4-Hydroxy-3-nitrophenethyl chloride). Isolated yield 55.0%. Reaction SMILES: [N+:1]([O-:4])(O)=[O:2].[OH:5][C:6]1[CH:14]=[CH:13][C:9]([CH2:10][CH2:11][Cl:12])=[CH:8][CH:7]=1.O>C(O)(=O)C>[OH:5][C:6]1[CH:14]=[CH:13][C:9]([CH2:10][CH2:11][Cl:12])=[CH:8][C:7]=1[N+:1]([O-:4])=[O:2]. Reported procedure: A solution of concentrated nitric acid (1.8 ml) in acetic acid (4 ml) was added to a stirred solution of 4-hydroxyphenethyl chloride (4.5 g) in acetic acid (25 ml), keeping the temperature below 15°. The mixture was then stirred at 10° for 3.5 hours, poured into water, and extracted into ethyl acetate. The organic extract was washed with 5% aqueous sodium carbonate solution, dried over magnesium sulphate and evaporated. The residue was purified by chromatography on silica (50 g) using hexane plu... Starting materials: Cl (HCl), ClC1=C(NC(=C1Cl)C)C(=O)NC1CCN(CC1)C=1SC(=CN1)C(=O)O (2-(4-{[(3,4-Dichloro-5-methyl-1H-pyrrol-2-yl)carbonyl]amino}piperidin-1-yl)-1,3-thiazole-5-carboxylic acid), C1CCC2=NCCCN2CC1 (DBU), S(=O)(Cl)Cl (thionyl chloride), CS(=O)(=O)N (methane sulfonamide). The solvent is O1CCOCC1 (dioxane), C1(=CC=CC=C1)C (toluene). Run at time 1 hour. The product is ClC1=C(NC(=C1Cl)C)C(=O)NC1CCN(CC1)C=1SC(=CN1)C(=O)NS(=O)(=O)C (2-(4-{[(3,4-Dichloro-5-methyl-1H-pyrrol-2-yl)carbonyl]amino}piperidin-1-yl)-N-(methylsulfonyl)-1,3-thiazole-5-carboxamide). Reaction SMILES: [Cl:1][C:2]1[C:6]([Cl:7])=[C:5]([CH3:8])[NH:4][C:3]=1[C:9]([NH:11][CH:12]1[CH2:17][CH2:16][N:15]([C:18]2[S:19][C:20]([C:23](O)=[O:24])=[CH:21][N:22]=2)[CH2:14][CH2:13]1)=[O:10].S(Cl)(Cl)=O.[CH3:30][S:31]([NH2:34])(=[O:33])=[O:32].C1CCN2C(=NCCC2)CC1.Cl>C1(C)C=CC=CC=1.O1CCOCC1>[Cl:1][C:2]1[C:6]([Cl:7])=[C:5]([CH3:8])[NH:4][C:3]=1[C:9]([NH:11][CH:12]1[CH2:13][CH2:14][N:15]([C:18]2[S:19][C:20]([C:23]([NH:34][S:31]([CH3:30])(=[O:33])=[O:32])=[O:24])=[CH:21][N:22]=2)[CH2:16][CH2:17]1)=[O:10]. Reported procedure: 2-(4-{[(3,4-Dichloro-5-methyl-1H-pyrrol-2-yl)carbonyl]amino}piperidin-1-yl)-1,3-thiazole-5-carboxylic acid (Example 227; 0.160 g, 0.397 mmol) was suspended in toluene (3 ml) and thionyl chloride (0.288 ml, 3.97 mmol) was added dropwise at room temperature. The solution was refluxed for 1 h. Excess thionyl chloride and toluene were removed in vacuo. The precipitate formed was dissolved in dioxane and methane sulfonamide (0.075 g, 0.794 mmol) was added. The mixture was stirred at 100° C. for 0.5 h... Starting materials: Brc1cccc(CN2CCCCC2)n1, O=C([O-])[O-], CCO, O=Cc1ccc(B(O)O)cc1, [K+], [K+], Cc1ccccc1, c1ccc(P(c2ccccc2)(c2ccccc2)[Pd](P(c2ccccc2)(c2ccccc2)c2ccccc2)(P(c2ccccc2)(c2ccccc2)c2ccccc2)P(c2ccccc2)(c2ccccc2)c2ccccc2)cc1. Product: O=Cc1ccc(-c2cccc(CN3CCCCC3)n2)cc1. As a reaction SMILES: [Br:1][c:2]1[n:3][c:4]([CH2:8][N:9]2[CH2:10][CH2:11][CH2:12][CH2:13][CH2:14]2)[cH:5][cH:6][cH:7]1.[C:26](=[O:27])([O-:28])[O-:29].[CH2:32]([OH:33])[CH3:34].[CH:15](=[O:16])[c:17]1[cH:18][cH:19][c:20]([B:23]([OH:24])[OH:25])[cH:21][cH:22]1.[K+:30].[K+:31].[c:35]1([CH3:36])[cH:37][cH:38][cH:39][cH:40][cH:41]1.[cH:42]1[cH:43][cH:44][c:45]([P:46]([Pd:47]([P:48]([c:49]2[cH:50][cH:51][cH:52][cH:53][cH:54]2)([c:55]2[cH:56][cH:57][cH:58][cH:59][cH:60]2)[c:61]2[cH:62][cH:63][cH:64][cH:65][cH:66]2)([P:67]([c:68]2[cH:69][cH:70][cH:71][cH:72][cH:73]2)([c:74]2[cH:75][cH:76][cH:77][cH:78][cH:79]2)[c:80]2[cH:81][cH:82][cH:83][cH:84][cH:85]2)[P:86]([c:87]2[cH:88][cH:89][cH:90][cH:91][cH:92]2)([c:93]2[cH:94][cH:95][cH:96][cH:97][cH:98]2)[c:99]2[cH:100][cH:101][cH:102][cH:103][cH:104]2)([c:105]2[cH:106][cH:107][cH:108][cH:109][cH:110]2)[c:111]2[cH:112][cH:113][cH:114][cH:115][cH:116]2)[cH:117][cH:118]1>>[c:2]1(-[c:20]2[cH:19][cH:18][c:17]([CH:15]=[O:16])[cH:22][cH:21]2)[n:3][c:4]([CH2:8][N:9]2[CH2:10][CH2:11][CH2:12][CH2:13][CH2:14]2)[cH:5][cH:6][cH:7]1. The reactants are COc1ccc(-c2nnc(C34CCC(CCCC5(C)OCCO5)(CC3)CC4)o2)c(Cl)c1, O, Cc1ccc(S(=O)(=O)O)cc1. Yields the product COc1ccc(-c2nnc(C34CCC(CCCC(C)=O)(CC3)CC4)o2)c(Cl)c1. Reaction SMILES: [Cl:1][c:2]1[c:3](-[c:10]2[o:11][c:12]([C:15]34[CH2:16][CH2:17][C:18]([CH2:23][CH2:24][CH2:25][C:26]5([CH3:31])[O:27][CH2:30][CH2:29][O:28]5)([CH2:19][CH2:20]3)[CH2:21][CH2:22]4)[n:13][n:14]2)[cH:4][cH:5][c:6]([O:8][CH3:9])[cH:7]1.[OH2:43].[c:32]1([CH3:33])[cH:34][cH:35][c:36]([S:37]([OH:38])(=[O:39])=[O:40])[cH:41][cH:42]1>>[Cl:1][c:2]1[c:3](-[c:10]2[o:11][c:12]([C:15]34[CH2:16][CH2:17][C:18]([CH2:23][CH2:24][CH2:25][C:26](=[O:27])[CH3:31])([CH2:19][CH2:20]3)[CH2:21][CH2:22]4)[n:13][n:14]2)[cH:4][cH:5][c:6]([O:8][CH3:9])[cH:7]1. Reactants: ClC=1C=C(N)C(=CC1Cl)[N+](=O)[O-] (3,4-dichloro-6-nitroaniline), C1(C(C=CC=2C3=CC=CC=C3C=CC12)=O)=O (phenanthrenequinone). The solvent is CN(C)C=O (DMF). Yields the product ClC=1C=C2N=C3C4=C(C5=C(C3=NC2=CC1Cl)C=CC=C5)C=CC=C4 (11,12-dichlorodibenzo[a,c]phenazine). The yield is 99.9%. RXN SMILES: [Cl:1][C:2]1[CH:3]=[C:4]([C:6]([N+:10]([O-])=O)=[CH:7][C:8]=1[Cl:9])[NH2:5].[C:13]1(=O)[C:26]2[CH:25]=[CH:24][C:23]3[C:18](=[CH:19][CH:20]=[CH:21][CH:22]=3)[C:17]=2[CH:16]=[CH:15][C:14]1=O>CN(C=O)C>[Cl:1][C:2]1[CH:3]=[C:4]2[C:6](=[CH:7][C:8]=1[Cl:9])[N:10]=[C:25]1[C:24]([C:23]3[CH:22]=[CH:21][CH:20]=[CH:19][C:18]=3[C:17]3[CH:16]=[CH:15][CH:14]=[CH:13][C:26]=31)=[N:5]2. Reported procedure: When 0.14 mole each of 3,4-dichloro-6-nitroaniline and phenanthrenequinone were reacted by the method of Example 1, 48.8 g. (99.9 percent yield) of 11,12-dichlorodibenzo[a,c]phenazine, mp = 263°-264° C. (DMF), were obtained. The reactants are ClC=1C=C(C=CC1)C1=NC(=CC(=N1)CC1=CC=C(C=C1)CC(=O)OC)CC (methyl 2-(4-((2-(3-chlorophenyl)-6-ethylpyrimidin-4-yl)methyl)phenyl)acetate), [Cl-].[NH4+] (ammonium chloride), N (NH3). The solvent is CO (methanol). Run at temperature 100 celsius, time 43 hour. Product: ClC=1C=C(C=CC1)C1=NC(=CC(=N1)CC1=CC=C(C=C1)CC(=O)N)CC (2-(4-((2-(3-chlorophenyl)-6-ethylpyrimidin-4-yl)methyl)phenyl)acetamide). The yield is 33.7%. Reaction SMILES: [Cl:1][C:2]1[CH:3]=[C:4]([C:8]2[N:13]=[C:12]([CH2:14][C:15]3[CH:20]=[CH:19][C:18]([CH2:21][C:22]([O:24]C)=O)=[CH:17][CH:16]=3)[CH:11]=[C:10]([CH2:26][CH3:27])[N:9]=2)[CH:5]=[CH:6][CH:7]=1.[Cl-].[NH4+:29].N>CO>[Cl:1][C:2]1[CH:3]=[C:4]([C:8]2[N:13]=[C:12]([CH2:14][C:15]3[CH:20]=[CH:19][C:18]([CH2:21][C:22]([NH2:29])=[O:24])=[CH:17][CH:16]=3)[CH:11]=[C:10]([CH2:26][CH3:27])[N:9]=2)[CH:5]=[CH:6][CH:7]=1 |f:1.2|. Procedure: A 20-mL vial was charged with methyl 2-(4-((2-(3-chlorophenyl)-6-ethylpyrimidin-4-yl)methyl)phenyl)acetate (113 mg, 0.30 mmol, 1.0 eq.) and ammonium chloride (48 mg, 0.89 mmol, 3.0 eq.). To this was added methanol (3 mL) followed by NH3 (7.5 mL, 7N in methanol, 53 mmol, 177 eq.). The vial was sealed and the resulting mixture was stirred at 100° C. for 43 hr. The crude reaction solution was adsorbed onto silica then purified by chromatography on silica gel using dichloromethane/methanol (0 to 5%)... Starting materials: C1=CC=CC=2CCC3=C4CCCC4=CC=C3C12 (6,7,16,17-Tetrahydro-15Hcyclopenta[a]phenanthrene), O (water), ClC=1C(C(=C(C(C1Cl)=O)C#N)C#N)=O (2,3-Dichloro-5,6-dicyano-1,4-benzoquinone). Solvent: C(C)(=O)O (acetic acid), CCOCC (ether). Yields the product C1=CC=CC=2CCC3=C4CCC(C4=CC=C3C12)=O (6,7,16,17-Tetrahydro-15H-cyclopenta[a]phenanthren-17-one). The yield is 76.4%. Reaction SMILES: [CH:1]1[C:17]2[C:16]3[C:8](=[C:9]4[C:13](=[CH:14][CH:15]=3)[CH2:12][CH2:11][CH2:10]4)[CH2:7][CH2:6][C:5]=2[CH:4]=[CH:3][CH:2]=1.O.ClC1C(=O)C(C#N)=C(C#N)C(=[O:27])C=1Cl>C(O)(=O)C.CCOCC>[CH:1]1[C:17]2[C:16]3[C:8](=[C:9]4[C:13](=[CH:14][CH:15]=3)[C:12](=[O:27])[CH2:11][CH2:10]4)[CH2:7][CH2:6][C:5]=2[CH:4]=[CH:3][CH:2]=1. Reported procedure: The hydrocarbon (5) 48 mg; 0.22 mmol) was dissolved in hot acetic acid (15 ml) and water (5 ml) was added slowly with stirring to maintain homogeneity of the solution. 2,3-Dichloro-5,6-dicyano-1,4-benzoquinone (DDQ) (198 mg, 0.88 mmol) was added, changing the color of the solution to dark green. Stirring was continued at reflux for 30 min. during which time the color of the solution changed to dark red. The reaction mixture was cooled and diluted with ether, and the ether layer was washed with w... Reactants: O=C1NC2=C(CCN1C1CCN(CC1)C(=O)O[C@H](CC1=CC3=C(NC(=N3)OC)C(=C1)C)C(=O)O)C=CC=C2 ((R)-1-carboxy-2-(2-methoxy-7-methyl-1H-benzimidazol-5-yl)-ethyl 4-(2-oxo-1,2,4,5-tetrahydro-1,3-benzodiazepin-3-yl)-piperidine-1-carboxylate), N1CCC(CC1)N1CCN(CC1)CC(=O)OCC (ethyl (4-piperidin-4-yl-piperazin-1-yl)-acetate). The product is O=C1NC2=C(CCN1C1CCN(CC1)C(=O)O[C@@H](C(=O)N1CCC(CC1)N1CCN(CC1)CC(=O)OCC)CC1=CC3=C(NC(=N3)OC)C(=C1)C)C=CC=C2 ((R)-2-[4-(4-ethoxycarbonylmethyl-piperazin-1-yl)-piperidin-1-yl]-1-(2-methoxy-7-methyl-1H-benzimidazol-5-ylmethyl)-2-oxo-ethyl 4-(2-oxo-1,2,4,5-tetrahydro-1,3-benzodiazepin-3-yl)-piperidine-1-carboxylate). RXN SMILES: [O:1]=[C:2]1[N:8]([CH:9]2[CH2:14][CH2:13][N:12]([C:15]([O:17][C@@H:18]([C:32]([OH:34])=O)[CH2:19][C:20]3[CH:30]=[C:29]([CH3:31])[C:23]4[NH:24][C:25]([O:27][CH3:28])=[N:26][C:22]=4[CH:21]=3)=[O:16])[CH2:11][CH2:10]2)[CH2:7][CH2:6][C:5]2[CH:35]=[CH:36][CH:37]=[CH:38][C:4]=2[NH:3]1.[NH:39]1[CH2:44][CH2:43][CH:42]([N:45]2[CH2:50][CH2:49][N:48]([CH2:51][C:52]([O:54][CH2:55][CH3:56])=[O:53])[CH2:47][CH2:46]2)[CH2:41][CH2:40]1>>[O:1]=[C:2]1[N:8]([CH:9]2[CH2:10][CH2:11][N:12]([C:15]([O:17][C@H:18]([CH2:19][C:20]3[CH:30]=[C:29]([CH3:31])[C:23]4[NH:24][C:25]([O:27][CH3:28])=[N:26][C:22]=4[CH:21]=3)[C:32]([N:39]3[CH2:44][CH2:43][CH:42]([N:45]4[CH2:50][CH2:49][N:48]([CH2:51][C:52]([O:54][CH2:55][CH3:56])=[O:53])[CH2:47][CH2:46]4)[CH2:41][CH2:40]3)=[O:34])=[O:16])[CH2:13][CH2:14]2)[CH2:7][CH2:6][C:5]2[CH:35]=[CH:36][CH:37]=[CH:38][C:4]=2[NH:3]1. Reported procedure: Prepared analogously to Example 7i from 150 mg (0.27 mmol) (R)-1-carboxy-2-(2-methoxy-7-methyl-1H-benzimidazol-5-yl)-ethyl 4-(2-oxo-1,2,4,5-tetrahydro-1,3-benzodiazepin-3-yl)-piperidine-1-carboxylate and 85 mg (0.33 mmol) ethyl (4-piperidin-4-yl-piperazin-1-yl)-acetate.